Dataset: the Open Reaction Database (ORD), a public repository of structured organic reaction records. Task: describe an organic reaction: reactants, conditions, products, and yield Starting materials: CCCCn1c(C)c(C)cc(NC(=O)OCc2ccccc2)c1=O, CO, O. Product: CCCCn1c(C)c(C)cc(N)c1=O. As a reaction SMILES: [CH2:1]([O:2][C:3](=[O:4])[NH:11][c:12]1[c:13](=[O:24])[n:14]([CH2:20][CH2:21][CH2:22][CH3:23])[c:15]([CH3:19])[c:16]([CH3:18])[cH:17]1)[c:5]1[cH:6][cH:7][cH:8][cH:9][cH:10]1.[CH3:25][OH:26].[OH2:27]>>[NH2:11][c:12]1[c:13](=[O:24])[n:14]([CH2:20][CH2:21][CH2:22][CH3:23])[c:15]([CH3:19])[c:16]([CH3:18])[cH:17]1. Starting materials: Cl.N1=CC(=CC=C1)CCl (3-picolyl chloride hydrochloride), COCOC1=CC=C(CC#N)C=C1 (4-methoxymethyloxybenzyl cyanide), [Cl-].[Na+] (sodium chloride). The solvent is O1CCCC1 (tetrahydrofuran). Conditions: time 30 minute. The product is COCOC1=CC=C(C=C1)C(C#N)CC=1C=NC=CC1 (2-(4-methoxymethyloxyphenyl)-3-(3-pyridyl)propionitrile). Yield: 22.1%. As a reaction SMILES: [CH3:1][O:2][CH2:3][O:4][C:5]1[CH:13]=[CH:12][C:8]([CH2:9][C:10]#[N:11])=[CH:7][CH:6]=1.Cl.[N:15]1[CH:20]=[CH:19][CH:18]=[C:17]([CH2:21]Cl)[CH:16]=1.[Cl-].[Na+]>O1CCCC1>[CH3:1][O:2][CH2:3][O:4][C:5]1[CH:13]=[CH:12][C:8]([CH:9]([CH2:21][C:17]2[CH:16]=[N:15][CH:20]=[CH:19][CH:18]=2)[C:10]#[N:11])=[CH:7][CH:6]=1 |f:1.2,3.4|. Procedure: The solution of 2.3 g of diisopropylamine in 30 ml of dry tetrahydrofuran was cooled to -35 to -40° C., followed by addition of 1.5M n-butyl lithium in 15 ml hexane in solution, and stirred for 30 minutes, to produce lithium diisopropylamide. To the solution was added the solution of 2.0 g of 4-methoxymethyloxybenzyl cyanide in 15 ml of dry tetrahydrofuran at -78° C., and stirred at the same temperature for 30 minutes, followed by addition of 3-picolyl chloride hydrochloride (1.9 g) at -78° C., ... Reactants: N(=[N+]=[N-])C1=CC=C(C=C1)C(C(=O)OCC1=CC=CC=C1)C(C)C (2-(4-azidophenyl)-3-methylbutanoic acid, benzyl ester), O1CCOCC1 (dioxane), [OH-].[Na+] (sodium hydroxide). Solvent: O (water). The product is N(=[N+]=[N-])C1=CC=C(C=C1)C(C(=O)O)C(C)C (2-(4-azidophenyl)-3-methylbutanoic acid). Isolated yield 60.7%. As a reaction SMILES: [N:1]([C:4]1[CH:9]=[CH:8][C:7]([CH:10]([CH:21]([CH3:23])[CH3:22])[C:11]([O:13]CC2C=CC=CC=2)=[O:12])=[CH:6][CH:5]=1)=[N+:2]=[N-:3].O1CCOCC1.[OH-].[Na+]>O>[N:1]([C:4]1[CH:5]=[CH:6][C:7]([CH:10]([CH:21]([CH3:23])[CH3:22])[C:11]([OH:13])=[O:12])=[CH:8][CH:9]=1)=[N+:2]=[N-:3] |f:2.3|. Procedure details: A mixture of 10 g of 2-(4-azidophenyl)-3-methylbutanoic acid, benzyl ester, 25 ml of dioxane, 10 ml of water and 5.2 g of 50% sodium hydroxide was stirred and boiled under reflux for 30 hours. Most of the dioxane was evaporated in vacuum, and the oily residue diluted with water and butyl chloride, and acidified with 4 N HCl. The butyl chloride solution was washed with water (2 times) and saturated brine, dried (MgSO4), and evaporated to a residual oily solid. Stirring with hexane provided 4.3 g ... Starting materials: crude product, O.C(C)C(C(=O)[O-])CCCC.[K+] (potassium 2-ethylhexanoate hydrate), BrC1=C(C=CC(=C1)F)NS(=O)(=O)[C@H]1C(=CC2(O[C@@H]([C@H](O2)CO)CO)CC1)C(=O)OCC (ethyl(2R,3R,8R)-8-[N-(2-bromo-4-fluorophenyl)sulfamoyl]-2,3-bis(hydroxymethyl)-1,4-dioxaspiro[4.5]deca-6-ene-7-carboxylate). Run in C(C)(=O)OCC (ethyl acetate), C(C)(=O)OCC (ethyl acetate). Yields the product BrC1=C(C=CC(=C1)F)[N-]S(=O)(=O)[C@H]1C(=CC2(O[C@@H]([C@H](O2)CO)CO)CC1)C(=O)OCC.[K+] (Potassium(2-bromo-4-fluorophenyl){[(2R,3R,8R)-7-(ethoxycarbonyl)-2,3-bis(hydroxymethyl)-1,4-dioxaspiro[4.5]deca-6-en-8-yl]sulfonyl}azanide), crystal. The yield is 65.0%. As a reaction SMILES: O.C(C(CCCC)C([O-])=O)C.[K+:12].[Br:13][C:14]1[CH:19]=[C:18]([F:20])[CH:17]=[CH:16][C:15]=1[NH:21][S:22]([C@@H:25]1[CH2:38][CH2:37][C:28]2([O:32][C@H:31]([CH2:33][OH:34])[C@@H:30]([CH2:35][OH:36])[O:29]2)[CH:27]=[C:26]1[C:39]([O:41][CH2:42][CH3:43])=[O:40])(=[O:24])=[O:23]>C(OCC)(=O)C>[Br:13][C:14]1[CH:19]=[C:18]([F:20])[CH:17]=[CH:16][C:15]=1[N-:21][S:22]([C@@H:25]1[CH2:38][CH2:37][C:28]2([O:29][C@H:30]([CH2:35][OH:36])[C@@H:31]([CH2:33][OH:34])[O:32]2)[CH:27]=[C:26]1[C:39]([O:41][CH2:42][CH3:43])=[O:40])(=[O:24])=[O:23].[K+:12] |f:0.1.2,5.6|. Reported procedure: 422 mg (2.31 mmol) of potassium 2-ethylhexanoate hydrate was dissolved in 23 mL of ethyl acetate, and 1.215 g (2.31 mmol) of ethyl(2R,3R,8R)-8-[N-(2-bromo-4-fluorophenyl)sulfamoyl]-2,3-bis(hydroxymethyl)-1,4-dioxaspiro[4.5]deca-6-ene-7-carboxylate [a compound described as a low polarity compound (first peak) of Example 166 in WO 2007/032362] was added thereto under stirring at room temperature. The resulting reaction solution was concentrated under reduced pressure, and to the residue, diethyl e...